From a dataset of the Open Reaction Database (ORD), a public repository of structured organic reaction records. describe an organic reaction: reactants, conditions, products, and yield Starting materials: CS(=O)(=O)c1ccc(C(CC2CCCC2)C(=O)Nc2cnc(Br)cn2)cc1Cl, C#CCN(C)C, Cc1ccccc1, CCN(C(C)C)C(C)C, [Cu]I, Cl[Pd]Cl, c1ccc(P(c2ccccc2)c2ccccc2)cc1, c1ccc(P(c2ccccc2)c2ccccc2)cc1. Product: CN(C)CC#Cc1cnc(NC(=O)C(CC2CCCC2)c2ccc(S(C)(=O)=O)c(Cl)c2)cn1. As a reaction SMILES: [Br:1][c:2]1[n:3][cH:4][c:5]([NH:8][C:9]([CH:10]([CH2:11][CH:12]2[CH2:13][CH2:14][CH2:15][CH2:16]2)[c:17]2[cH:18][c:19]([Cl:27])[c:20]([S:23](=[O:24])(=[O:25])[CH3:26])[cH:21][cH:22]2)=[O:28])[n:6][cH:7]1.[CH3:29][N:30]([CH2:31][C:32]#[CH:33])[CH3:34].[CH3:44][c:45]1[cH:46][cH:47][cH:48][cH:49][cH:50]1.[CH:35]([N:36]([CH2:37][CH3:38])[CH:39]([CH3:40])[CH3:41])([CH3:42])[CH3:43].[Cu:51][I:52].[Pd:53]([Cl:54])[Cl:55].[c:56]1([P:57]([c:58]2[cH:59][cH:60][cH:61][cH:62][cH:63]2)[c:64]2[cH:65][cH:66][cH:67][cH:68][cH:69]2)[cH:70][cH:71][cH:72][cH:73][cH:74]1.[c:75]1([P:76]([c:77]2[cH:78][cH:79][cH:80][cH:81][cH:82]2)[c:83]2[cH:84][cH:85][cH:86][cH:87][cH:88]2)[cH:89][cH:90][cH:91][cH:92][cH:93]1>>[c:2]1([C:33]#[C:32][CH2:31][N:30]([CH3:29])[CH3:34])[n:3][cH:4][c:5]([NH:8][C:9]([CH:10]([CH2:11][CH:12]2[CH2:13][CH2:14][CH2:15][CH2:16]2)[c:17]2[cH:18][c:19]([Cl:27])[c:20]([S:23](=[O:24])(=[O:25])[CH3:26])[cH:21][cH:22]2)=[O:28])[n:6][cH:7]1. The reactants are C(C(=O)O)(=O)O (oxalic acid), C1(=CC=C(C=C1)S(=O)(=O)O)C (p-toluene sulfonic acid), P(O)(O)(O)=O (phosphoric acid), CS(=O)(=O)O (methane sulfonic acid), CS(=O)(=O)O (methane sulfonic acid), S(O)(O)(=O)=O (sulfuric acid), C1(=CC=C(C=C1)S(=O)(=O)O)C (p-toluene sulfonic acid), S(O)(O)(=O)=O (sulfuric acid), Cl (hydrochloric acid), C(CC(O)(C(=O)O)CC(=O)O)(=O)O (citric acid). Solvent: C(C)(=O)O (acetic acid). Yields the product C(C(C)C)(=O)OC(COC)C (propylene glycol monomethyl ether iso-butyrate), C(CCC)(=O)[O-] (n-butyrate). As a reaction SMILES: S(=O)(=O)(O)O.Cl.P(=O)(O)(O)O.C(O)(=O)[C:13](O)=[O:14].[C:18](O)(=O)[CH2:19][C:20]([CH2:25]C(O)=O)([C:22]([OH:24])=[O:23])O.[C:31]1([CH3:41])C=CC(S(O)(=O)=O)=C[CH:32]=1.CS(O)(=O)=O>C(O)(=O)C>[C:22]([O:24][CH:31]([CH3:41])[CH2:32][O:14][CH3:13])(=[O:23])[CH:20]([CH3:19])[CH3:25].[C:22]([O-:24])(=[O:23])[CH2:20][CH2:19][CH3:18]. Procedure: The catalysts used in the present invention include inorganic acids, such as sulfuric acid, hydrochloric acid and phosphoric acid, and organic acids, such as acetic acid, oxalic acid, citric acid, p-toluene sulfonic acid and methane sulfonic acid, among which the strong acids including sulfuric acid, p-toluene sulfonic acid and methane sulfonic acid are preferred. The boiling points of propylene glycol monomethyl ether iso-butyrate and n-butyrate obtained according to the present application are... Reactants: OCC1=NC=CC=C1OC (2-Hydroxymethyl-3-methoxypyridine), S(=O)(Cl)Cl (thionyl chloride). Solvent: C(Cl)(Cl)Cl (chloroform). Run at time 90 minute. Product: Cl.ClCC1=NC=CC=C1OC (2-chloromethyl-3-methoxypyridine hydrochloride). As a reaction SMILES: O[CH2:2][C:3]1[C:8]([O:9][CH3:10])=[CH:7][CH:6]=[CH:5][N:4]=1.S(Cl)([Cl:13])=O>C(Cl)(Cl)Cl>[ClH:13].[Cl:13][CH2:2][C:3]1[C:8]([O:9][CH3:10])=[CH:7][CH:6]=[CH:5][N:4]=1 |f:3.4|. Procedure details: 3-Hydroxy-2-hydroxymethylpyridine (4.4 g) was added to a solution of sodium (0.81 g) in methanol (50 ml). The solvent was evaporated off, treated with toluene, reevaporated and taken up in dimethylsulphoxide (88 ml) to which was added methyl iodide (5.0 g) in dimethylsulphoxide (12 ml) while the solution was stirred for 30 minutes at 18°. After stirring overnight, the solvent was removed and the residue was partitioned between chloroform and water. The chloroform extract was evaporated and a sol... Starting materials: COC(=O)c1csc(N)n1, CO, COc1cc(O)c(C(=O)Oc2ccc([N+](=O)[O-])cc2)cc1OC, Cc1ccccc1C. The product is COC(=O)c1csc(NCc2cc(OC)c(OC)cc2O)n1. RXN SMILES: [CH3:24][O:25][C:26](=[O:27])[c:28]1[n:29][c:30]([NH2:33])[s:31][cH:32]1.[CH3:34][OH:35].[N+:1]([c:2]1[cH:3][cH:4][c:5]([O:6][C:11](=[O:7])[c:12]2[c:13]([OH:22])[cH:14][c:15]([O:20][CH3:21])[c:16]([O:18][CH3:19])[cH:17]2)[cH:8][cH:9]1)([O-:10])=[O:23].[c:36]1([CH3:37])[c:38]([CH3:39])[cH:40][cH:41][cH:42][cH:43]1>>[CH2:11]([c:12]1[c:13]([OH:22])[cH:14][c:15]([O:20][CH3:21])[c:16]([O:18][CH3:19])[cH:17]1)[NH:33][c:30]1[n:29][c:28]([C:26]([O:25][CH3:24])=[O:27])[cH:32][s:31]1. Starting materials: CC(C)OC(=O)/N=N/C(=O)OC(C)C (DIAD), ClC1=C(C=C(C=C1)[N+](=O)[O-])O (2-chloro-5-nitro phenol), C(=O)(OC(C)(C)C)N1CCC(CC1)CO (N-boc-4-piperidine methanol), C1=CC=C(C=C1)P(C2=CC=CC=C2)C3=CC=CC=C3 (PPh3). The solvent is C1CCOC1 (THF), C1CCOC1 (THF). Conditions: time 18 hour. The product is C(C)(C)(C)OC(=O)N1CCC(CC1)COC1=C(C=CC(=C1)[N+](=O)[O-])Cl (4-(2-chloro-5-nitro-phenoxymethyl)-piperidine-1-carboxylic acid tert-butyl ester). Reaction SMILES: [Cl:1][C:2]1[CH:7]=[CH:6][C:5]([N+:8]([O-:10])=[O:9])=[CH:4][C:3]=1[OH:11].[C:12]([N:19]1[CH2:24][CH2:23][CH:22]([CH2:25]O)[CH2:21][CH2:20]1)([O:14][C:15]([CH3:18])([CH3:17])[CH3:16])=[O:13].C1C=CC(P(C2C=CC=CC=2)C2C=CC=CC=2)=CC=1.CC(OC(/N=N/C(OC(C)C)=O)=O)C>C1COCC1>[C:15]([O:14][C:12]([N:19]1[CH2:24][CH2:23][CH:22]([CH2:25][O:11][C:3]2[CH:4]=[C:5]([N+:8]([O-:10])=[O:9])[CH:6]=[CH:7][C:2]=2[Cl:1])[CH2:21][CH2:20]1)=[O:13])([CH3:18])([CH3:16])[CH3:17]. Reported procedure: To a solution of 2-chloro-5-nitro phenol (10 g, 63.497 mmol), N-boc-4-piperidine methanol (13.67 g, 63.49 mmol), and PPh3 (16.63 g, 63.49 mmol) in 130 mL THF, cooled at −20° C. was added dropwise over 1.5 h a 50 mL THF solution containing DIAD (12.75 ml, 64.76 mmol). The mixture turned a deep red. The reaction was warmed gradually to RT and stirred for 18 h. The mixture was concentrated in vacuo, dissolved in Et2O, washed once with water, then NaHCO3 (sat). The organic layer was dried over Na2SO... Reactants: ClC1=CC2=C(C=N1)C(=NN2C(C2=CC=CC=C2)(C2=CC=CC=C2)C2=CC=CC=C2)OC (6-Chloro-3-methoxy-1-trityl-1H-pyrazolo[4,3-c]pyridine), C([O-])([O-])=O.[Cs+].[Cs+] (cesium carbonate), C1(=CC=CC=C1)[C@@H](C)NC(=O)N ((R)-1-(1-phenylethyl)urea), CC(C)C1=CC(=C(C(=C1)C(C)C)C2=C(C=CC(=C2P(C3CCCCC3)C4CCCCC4)OC)OC)C(C)C (BrettPhos). Reagents/catalysts: CC(C)C1=CC(=C(C(=C1)C(C)C)C2=C(C=CC(=C2P(C3CCCCC3)C4CCCCC4)OC)OC)C(C)C (BrettPhos). The solvent is O1CCOCC1 (1,4-dioxane). Run at temperature 100 celsius, time 6 hour. The product is COC1=NN(C2=C1C=NC(=C2)NC(=O)N[C@H](C)C2=CC=CC=C2)C(C2=CC=CC=C2)(C2=CC=CC=C2)C2=CC=CC=C2 ((R)-1-(3-methoxy-1-trityl-1H-pyrazolo[4,3-c]pyridin-6-yl)-3-(1-phenylethyl)urea). Reaction SMILES: Cl[C:2]1[N:7]=[CH:6][C:5]2[C:8]([O:30][CH3:31])=[N:9][N:10]([C:11]([C:24]3[CH:29]=[CH:28][CH:27]=[CH:26][CH:25]=3)([C:18]3[CH:23]=[CH:22][CH:21]=[CH:20][CH:19]=3)[C:12]3[CH:17]=[CH:16][CH:15]=[CH:14][CH:13]=3)[C:4]=2[CH:3]=1.[C:32]1([C@H:38]([NH:40][C:41]([NH2:43])=[O:42])[CH3:39])[CH:37]=[CH:36][CH:35]=[CH:34][CH:33]=1.CC(C1C=C(C(C)C)C(C2C(P(C3CCCCC3)C3CCCCC3)=C(OC)C=CC=2OC)=C(C(C)C)C=1)C.C(=O)([O-])[O-].[Cs+].[Cs+]>CC(C1C=C(C(C)C)C(C2C(P(C3CCCCC3)C3CCCCC3)=C(OC)C=CC=2OC)=C(C(C)C)C=1)C.O1CCOCC1>[CH3:31][O:30][C:8]1[C:5]2[CH:6]=[N:7][C:2]([NH:43][C:41]([NH:40][C@@H:38]([C:32]3[CH:37]=[CH:36][CH:35]=[CH:34][CH:33]=3)[CH3:39])=[O:42])=[CH:3][C:4]=2[N:10]([C:11]([C:24]2[CH:25]=[CH:26][CH:27]=[CH:28][CH:29]=2)([C:18]2[CH:23]=[CH:22][CH:21]=[CH:20][CH:19]=2)[C:12]2[CH:17]=[CH:16][CH:15]=[CH:14][CH:13]=2)[N:9]=1 |f:3.4.5|. Procedure details: 6-Chloro-3-methoxy-1-trityl-1H-pyrazolo[4,3-c]pyridine (133 mg, 0.312 mmol), (R)-1-(1-phenylethyl)urea (115 mg, 0.700 mmol), 1:1 BrettPhos:BrettPhos pre-catalyst (20.5 mg, 0.015 mmol), and cesium carbonate (254 mg, 0.781 mmol) were taken up in 1,4-dioxane (3 mL) in a 5 mL microwave vial. The vial was evacuated and back-filled with N2 (×3) and the reaction stirred at 100° C. for 6 h. The reaction mixture was filtered through Celite, eluting with MeOH, and the filtrate was concentrated in vacuo. P... Starting materials: O=C(CBr)OCc1ccccc1, CN(C)C=O, [H-], [Na+], CCCC1C(=O)Oc2ccccc21. Yields the product CCCC1(CC(=O)OCc2ccccc2)C(=O)Oc2ccccc21. As a reaction SMILES: [Br:16][CH2:17][C:18](=[O:19])[O:20][CH2:21][c:22]1[cH:23][cH:24][cH:25][cH:26][cH:27]1.[CH3:28][N:29]([CH3:30])[CH:31]=[O:32].[H-:14].[Na+:15].[O:1]=[C:2]1[O:3][c:4]2[c:5]([cH:10][cH:11][cH:12][cH:13]2)[CH:6]1[CH2:7][CH2:8][CH3:9]>>[O:1]=[C:2]1[O:3][c:4]2[c:5]([cH:10][cH:11][cH:12][cH:13]2)[C:6]1([CH2:7][CH2:8][CH3:9])[CH2:17][C:18](=[O:19])[O:20][CH2:21][c:22]1[cH:23][cH:24][cH:25][cH:26][cH:27]1. The reactants are F[B-](F)(F)F, CCC(C)Nc1cc(C(=O)OC)cc(-c2nn[nH]n2)n1, C[O+](C)C, CCOC(C)=O. Yields the product CCC(C)Nc1cc(C(=O)OC)cc(-c2nnn(C)n2)n1. RXN SMILES: [B-:21]([F:22])([F:23])([F:24])[F:25].[CH3:1][O:2][C:3]([c:4]1[cH:5][c:6]([NH:15][CH:16]([CH3:17])[CH2:18][CH3:19])[n:7][c:8](-[c:10]2[n:11][n:12][nH:13][n:14]2)[cH:9]1)=[O:20].[CH3:26][O+:27]([CH3:28])[CH3:29].[CH3:30][CH2:31][O:32][C:33](=[O:34])[CH3:35]>>[CH3:1][O:2][C:3]([c:4]1[cH:5][c:6]([NH:15][CH:16]([CH3:17])[CH2:18][CH3:19])[n:7][c:8](-[c:10]2[n:11][n:12][n:13]([CH3:26])[n:14]2)[cH:9]1)=[O:20]. The reactants are ClC1=C(C=C2C(C(=CN3C(C=CC1=C23)CC)C(=O)O)=O)F (8-chloro-9-fluoro-5-ethyl-1-oxo-1H,5H-benzo[ij]quinolizine-2-carboxylic acid), C(C)(C)N1CCNCC1 (N-isopropylpiperazine). Run in CS(=O)C (dimethyl sulfoxide). Run at time 8 hour. Product: FC1=C(C=2C=CC(N3C=C(C(C(C23)=C1)=O)C(=O)O)CC)N1CCN(CC1)C(C)C (9-fluoro-5-ethyl-8-(4-isopropyl-1-piperazinyl)-1-oxo-1H,5H-benzo[ij]quinolizine-2-carboxylic acid). Isolated yield 64.8%. Reaction SMILES: Cl[C:2]1[C:13]2=[C:14]3[N:9]([CH:10]([CH2:15][CH3:16])[CH:11]=[CH:12]2)[CH:8]=[C:7]([C:17]([OH:19])=[O:18])[C:6](=[O:20])[C:5]3=[CH:4][C:3]=1[F:21].[CH:22]([N:25]1[CH2:30][CH2:29][NH:28][CH2:27][CH2:26]1)([CH3:24])[CH3:23]>CS(C)=O>[F:21][C:3]1[CH:4]=[C:5]2[C:14]3[N:9]([CH:8]=[C:7]([C:17]([OH:19])=[O:18])[C:6]2=[O:20])[CH:10]([CH2:15][CH3:16])[CH:11]=[CH:12][C:13]=3[C:2]=1[N:28]1[CH2:29][CH2:30][N:25]([CH:22]([CH3:24])[CH3:23])[CH2:26][CH2:27]1. Procedure: 4.62 g (0.015 mole) of 8-chloro-9-fluoro-5-ethyl-1-oxo-1H,5H-benzo[ij]quinolizine-2-carboxylic acid was suspended in 45 ml of dimethyl sulfoxide, 7.69 g (0.06 mole) of N-isopropylpiperazine was added thereto, and this mixture was stirred at 100°-110° C. for 8 hours. The resulting reaction solution was evaporated to dryness under reduced pressure. 40 ml of methanol was added to the resulting residue and this mixture was stirred. The insoluble matter was collected by filtration and recrystallized ... Reactants: [C-]#N, CCOC(=O)c1[nH]nc(-c2cccs2)c1I, CC[N+](CC)(CC)CC, N#C[Cu]C#N, CN(C)C=O, O=C(C=Cc1ccccc1)C=Cc1ccccc1, O=C(C=Cc1ccccc1)C=Cc1ccccc1, O=C(C=Cc1ccccc1)C=Cc1ccccc1, [Pd], [Pd]. Product: CCOC(=O)c1[nH]nc(-c2cccs2)c1C#N. As a reaction SMILES: [C-:22]#[N:23].[CH2:1]([CH3:2])[O:3][C:4](=[O:5])[c:6]1[nH:7][n:8][c:9](-[c:12]2[s:13][cH:14][cH:15][cH:16]2)[c:10]1[I:11].[CH2:24]([N+:25]([CH2:26][CH3:27])([CH2:28][CH3:29])[CH2:30][CH3:31])[CH3:32].[Cu:17]([C:18]#[N:19])[C:20]#[N:21].[O:33]=[CH:34][N:35]([CH3:36])[CH3:37].[O:40]=[C:41]([CH:42]=[CH:43][c:44]1[cH:45][cH:46][cH:47][cH:48][cH:49]1)[CH:50]=[CH:51][c:52]1[cH:53][cH:54][cH:55][cH:56][cH:57]1.[O:58]=[C:59]([CH:60]=[CH:61][c:62]1[cH:63][cH:64][cH:65][cH:66][cH:67]1)[CH:68]=[CH:69][c:70]1[cH:71][cH:72][cH:73][cH:74][cH:75]1.[O:76]=[C:77]([CH:78]=[CH:79][c:80]1[cH:81][cH:82][cH:83][cH:84][cH:85]1)[CH:86]=[CH:87][c:88]1[cH:89][cH:90][cH:91][cH:92][cH:93]1.[Pd:38].[Pd:39]>>[CH2:1]([CH3:2])[O:3][C:4](=[O:5])[c:6]1[nH:7][n:8][c:9](-[c:12]2[s:13][cH:14][cH:15][cH:16]2)[c:10]1[C:18]#[N:19].